From a dataset of the Open Reaction Database (ORD), a public repository of structured organic reaction records. describe an organic reaction: reactants, conditions, products, and yield The reactants are C(C)OC1=NC2=C(N1CC1=CC=C(C=C1)C1=C(C=CC=C1)C(=O)OC)C(=CC=C2)C(=O)OC (methyl 2-ethoxy-1-[(2'-methoxycarbonylbiphenyl-4-yl)methyl]benzimidazole-7-carboxylate). Run in CO (methanol). Conditions: temperature 80 celsius, time 3 hour. The product is C(C)OC1=NC2=C(N1CC1=CC=C(C=C1)C1=C(C=CC=C1)C(=O)O)C(=CC=C2)C(=O)O (2-Ethoxy-1-[(2'-carboxybiphenyl-4-yl]methyl]benzimidazole-7-carboxylic acid). The yield is 82.3%. RXN SMILES: [CH2:1]([O:3][C:4]1[N:8]([CH2:9][C:10]2[CH:15]=[CH:14][C:13]([C:16]3[CH:21]=[CH:20][CH:19]=[CH:18][C:17]=3[C:22]([O:24]C)=[O:23])=[CH:12][CH:11]=2)[C:7]2[C:26]([C:30]([O:32]C)=[O:31])=[CH:27][CH:28]=[CH:29][C:6]=2[N:5]=1)[CH3:2]>CO>[CH2:1]([O:3][C:4]1[N:8]([CH2:9][C:10]2[CH:11]=[CH:12][C:13]([C:16]3[CH:21]=[CH:20][CH:19]=[CH:18][C:17]=3[C:22]([OH:24])=[O:23])=[CH:14][CH:15]=2)[C:7]2[C:26]([C:30]([OH:32])=[O:31])=[CH:27][CH:28]=[CH:29][C:6]=2[N:5]=1)[CH3:2]. Procedure details: To a solution of methyl 2-ethoxy-1-[(2'-methoxycarbonylbiphenyl-4-yl)methyl]benzimidazole-7-carboxylate (0.7 g) in methanol (10 ml) was added 1N NAOH (5 ml) and the mixture was stirred at 80° C. for 3 hours. After evaporation of the methanol, the aqueous residue was neutralized with 1N hydrochloric acid to give crystals. The crystals were recrystallized from methanol--chloroform to afford colorless crystals (0.54 g, 83%), m.p. 213-215° C. Reactants: O.NN (hydrazine hydrate), COC(=O)C1=CC=2N(C=C1)C(=CN2)I (Methyl-3-Iodo-imidazo[1,2-a]pyridine-7-carboxylate), O.NN (hydrazine hydrate). Run in CO (MeOH). Yields the product IC1=CN=C2N1C=CC(=C2)C(=O)NN (3-Iodo-imidazo[1,2-a]pyridine-7-carboxylic acid hydrazide). Isolated yield 90.3%. As a reaction SMILES: C[O:2][C:3]([C:5]1[CH:10]=[CH:9][N:8]2[C:11]([I:14])=[CH:12][N:13]=[C:7]2[CH:6]=1)=O.O.[NH2:16][NH2:17]>CO>[I:14][C:11]1[N:8]2[CH:9]=[CH:10][C:5]([C:3]([NH:16][NH2:17])=[O:2])=[CH:6][C:7]2=[N:13][CH:12]=1 |f:1.2|. Procedure details: To a suspension of Methyl-3-Iodo-imidazo[1,2-a]pyridine-7-carboxylate (0.4 g, 1.32 mmol) in MeOH (6 ml) was added hydrazine hydrate (0.25 ml, 5.28 mmol). The mixture was refluxed for 4 h then further hydrazine hydrate (0.25 ml, 5.28 mmol) was added, the mixture heated o/n, allowed to cool, solid was filtered off and washed with MeOH and dried to afford 0.36 g of product. MS: [M+H]+ 303.